Dataset: the Open Reaction Database (ORD), a public repository of structured organic reaction records. Task: describe an organic reaction: reactants, conditions, products, and yield Reactants: C1(=CC=CC=C1)N=C=O (phenyl isocyanate), CC=1N=CNC1Cl (4-methyl-5-chloroimidazole). Solvent: C(Cl)(Cl)Cl (chloroform). Run at temperature 42 celsius, time 2 hour. Yields the product C1(=CC=CC=C1)NC(=O)N1C=NC(=C1Cl)C (1-N-phenylcarbamyl-4-methyl-5-chloroimidazole). Isolated yield 68.0%. As a reaction SMILES: [C:1]1([N:7]=[C:8]=[O:9])[CH:6]=[CH:5][CH:4]=[CH:3][CH:2]=1.[CH3:10][C:11]1[N:12]=[CH:13][NH:14][C:15]=1[Cl:16]>C(Cl)(Cl)Cl>[C:1]1([NH:7][C:8]([N:14]2[C:15]([Cl:16])=[C:11]([CH3:10])[N:12]=[CH:13]2)=[O:9])[CH:6]=[CH:5][CH:4]=[CH:3][CH:2]=1. Procedure details: Using a procedure similar to that described in Example 1, 59.5 g of phenyl isocyanate were added dropwise to 58.5 g of 4-methyl-5-chloroimidazole in 250 ml of chloroform. During the addition, the temperature increased to 42° C. Refluxing was then carried out for 2 hours, after which the solution was cooled with ice, and the precipitate which separated out was filtered off under suction, washed with chloroform and dried to give 80 g (67.9%) of 1-N-phenylcarbamyl-4-methyl-5-chloroimidazole of melt...